Dataset: the Open Reaction Database (ORD), a public repository of structured organic reaction records. Task: describe an organic reaction: reactants, conditions, products, and yield The reactants are IC (Iodomethane), C(C1=CC=CC=C1)N1[C@@]2([C@@H](CC[C@H]1[C@@H](C2)C=2N=NN(N2)CCO)OCC2=CC(=CC(=C2)C(F)(F)F)C(F)(F)F)C2=CC=CC=C2 ((1R*,2R*,5S*,6R*)-8-benzyl-2-{[3,5-bis(trifluoromethyl)phenyl]methoxy}-6-[2-(2-hydroxyethyl)-2H-tetrazol-5-yl]-1-phenyl-8-azabicyclo[3.2.1]octane), C(C1=CC=CC=C1)N1[C@@]2([C@@H](CC[C@H]1[C@@H](C2)C=2N=NN(N2)CCO)OCC2=CC(=CC(=C2)C(F)(F)F)C(F)(F)F)C2=CC=CC=C2 ((1R*,2R*,5S*,6R*)-8-benzyl-2-{[3,5-bis(trifluoromethyl)phenyl]methoxy}-6-[2-(2-hydroxyethyl)-2H-tetrazol-5-yl]-1-phenyl-8-azabicyclo[3.2.1]octane), [H-].[Na+] (sodium hydride). Reaction conditions: temperature 50 celsius, time 2 hour. Yields the product C(C1=CC=CC=C1)N1[C@@]2([C@@H](CC[C@H]1[C@@H](C2)C=2N=NN(N2)CCOC)OCC2=CC(=CC(=C2)C(F)(F)F)C(F)(F)F)C2=CC=CC=C2 ((1R*,2R*,5S*,6R*)-8-Benzyl-2-{[3,5-bis(trifluoromethyl)phenyl]methoxy}-6-[2-(2-methoxyethyl)-2H-tetrazol-5-yl]-1-phenyl-8-azabicyclo[3.2.1]octane). Yield: 95.0%. RXN SMILES: I[CH3:2].[CH2:3]([N:10]1[C@@H:15]2[C@H:16]([C:18]3[N:19]=[N:20][N:21]([CH2:23][CH2:24][OH:25])[N:22]=3)[CH2:17][C@@:11]1([C:42]1[CH:47]=[CH:46][CH:45]=[CH:44][CH:43]=1)[C@H:12]([O:26][CH2:27][C:28]1[CH:33]=[C:32]([C:34]([F:37])([F:36])[F:35])[CH:31]=[C:30]([C:38]([F:41])([F:40])[F:39])[CH:29]=1)[CH2:13][CH2:14]2)[C:4]1[CH:9]=[CH:8][CH:7]=[CH:6][CH:5]=1.[H-].[Na+]>>[CH2:3]([N:10]1[C@@H:15]2[C@H:16]([C:18]3[N:19]=[N:20][N:21]([CH2:23][CH2:24][O:25][CH3:2])[N:22]=3)[CH2:17][C@@:11]1([C:42]1[CH:47]=[CH:46][CH:45]=[CH:44][CH:43]=1)[C@H:12]([O:26][CH2:27][C:28]1[CH:33]=[C:32]([C:34]([F:35])([F:36])[F:37])[CH:31]=[C:30]([C:38]([F:40])([F:41])[F:39])[CH:29]=1)[CH2:13][CH2:14]2)[C:4]1[CH:9]=[CH:8][CH:7]=[CH:6][CH:5]=1 |f:2.3|. Procedure details: Iodomethane, 85 mg, 0.6 mmol was added to suspension of (1R*,2R*,5S*,6R*)-8-benzyl-2-{[3,5-bis(trifluoromethyl)phenyl]methoxy}-6-[2-(2-hydroxyethyl)-2H-tetrazol-5-yl]-1-phenyl-8-azabicyclo[3.2.1]octane (Compound 3a in Table 3; 250 mg, 0.4 mmol) and sodium hydride (24 mg, 0.6 mmol, 60% in oil). The reaction mixture was stirred at 50° C. for 2 hours then quenched by addition of saturated ammonium chloride. The mixture was partitioned between ethyl acetate and brine. The organic layer was dried (Mg...